From a dataset of the Open Reaction Database (ORD), a public repository of structured organic reaction records. describe an organic reaction: reactants, conditions, products, and yield Product: C(C)OC(C(C)OC1=CC=C(C=C1)F)=O (2-(4-Fluorophenoxy)propionic acid ethyl ester). Procedure details: 4-Fluorophenol (0.30 mol), Cs2CO3 (197.0 g, 0.61 mol), and ethyl 2-bromopropionate (54.3 g, 0.30 mol) were combined in anhydrous DMF (1000 mL) and stirred at 90° C. under an atmosphere of nitrogen. After 16 h, the DMF was removed in vacuo. The residue was dissolved in ethyl acetate (300 mL) and washed twice with water and once with brine. The organic layer was dried over Na2SO4 and concentrated in vacuo to produce an oil. The solvent is CN(C)C=O (DMF). The reactants are FC1=CC=C(C=C1)O (4-Fluorophenol), C(=O)([O-])[O-].[Cs+].[Cs+] (Cs2CO3), BrC(C(=O)OCC)C (ethyl 2-bromopropionate). Conditions: temperature 90 celsius, time 16 hour. Reaction SMILES: [F:1][C:2]1[CH:7]=[CH:6][C:5]([OH:8])=[CH:4][CH:3]=1.C([O-])([O-])=O.[Cs+].[Cs+].Br[CH:16]([CH3:22])[C:17]([O:19][CH2:20][CH3:21])=[O:18]>CN(C=O)C>[CH2:20]([O:19][C:17](=[O:18])[CH:16]([O:8][C:5]1[CH:6]=[CH:7][C:2]([F:1])=[CH:3][CH:4]=1)[CH3:22])[CH3:21] |f:1.2.3|. The reactants are NNC(=S)NN (thiocarbohydrazide), CC(C)=C (isobutylene), C(C(C)(C)C)(=O)C#N (pivaloyl cyanide), S(O)(O)(=O)=O (sulfuric acid), CC(C)=C (isobutylene). Solvent: O (water), C(C)(=O)O (acetic acid), C(C)(=O)O (acetic acid), O (water). Run at time 10 minute. Product: NN1C(=NN=C(C1=O)C(C)(C)C)S (4-amino-6-tert.butyl-3-mercapto-1,2,4-triazin-5-one). The yield is 93.0%. As a reaction SMILES: [C:1]([C:7]#N)(=O)[C:2]([CH3:5])([CH3:4])[CH3:3].S(=O)(=O)(O)[OH:10].CC(=C)C.[NH2:18][NH:19][C:20]([NH:22][NH2:23])=[S:21]>C(O)(=O)C.O>[NH2:18][N:19]1[C:7](=[O:10])[C:1]([C:2]([CH3:5])([CH3:4])[CH3:3])=[N:23][N:22]=[C:20]1[SH:21]. Procedure details: 111 grams (1 mole) of pivaloyl cyanide were dissolved in 200 ml of glacial acetic acid and treated at 0° to +5° C. with 152 grams (1.5 moles) of 97% sulfuric acid. Within 2 hours there were led in 112.2 grams (2 moles) of isobutylene at 0° to +5° C. In connection with the one hour post reaction at 20° C. there were added at the same temperature 200 ml of glacial acetic acid and 108 grams of water. The mixture was heated at boiling in a very slow current of nitrogen for 4 hours, whereby 92 grams ... Procedure details: A mixture of the ethyl ester (103 mg, 0.60 mmol), 4-(2,6-difluoro-benzoylamino)-1H-pyrazole-3-carboxylic acid (134 mg, 0.50 mmol), EDC (115 mg, 0.60 mmol) and HOBt (81 mg, 0.60 mmol) in DMF (5 ml) was stirred at ambient temperature for 16 hours. The mixture was reduced in vacuo, the residue taken up in EtOAc and washed successively with saturated aqueous sodium bicarbonate, water and brine. The organic portion was dried (MgSO4) and reduced in vacuo to give 4-{[4-(2,6-difluoro-benzoylamino)-1H-py... Run in CN(C)C=O (DMF). Yields the product C(C)OC(=O)C1CCC(CC1)NC(=O)C1=NNC=C1NC(C1=C(C=CC=C1F)F)=O (4-{[4-(2,6-difluoro-benzoylamino)-1H-pyrazole-3-carbonyl]-amino}-cyclohexanecarboxylic acid ethyl ester). Starting materials: ethyl ester, FC1=C(C(=O)NC=2C(=NNC2)C(=O)O)C(=CC=C1)F (4-(2,6-difluoro-benzoylamino)-1H-pyrazole-3-carboxylic acid), C(CCl)Cl (EDC), C=1C=CC2=C(C1)N=NN2O (HOBt), CCOC(=O)C (EtOAc). Conditions: time 16 hour. Reaction SMILES: [F:1][C:2]1[CH:18]=[CH:17][CH:16]=[C:15]([F:19])[C:3]=1[C:4]([NH:6][C:7]1[C:8]([C:12]([OH:14])=O)=[N:9][NH:10][CH:11]=1)=[O:5].C(Cl)CCl.[CH:24]1[CH:25]=[CH:26][C:27]2[N:32](O)N=N[C:28]=2[CH:29]=1.[CH3:34][CH2:35][O:36][C:37](C)=[O:38]>CN(C=O)C>[CH2:35]([O:36][C:37]([CH:24]1[CH2:29][CH2:28][CH:27]([NH:32][C:12]([C:8]2[C:7]([NH:6][C:4](=[O:5])[C:3]3[C:15]([F:19])=[CH:16][CH:17]=[CH:18][C:2]=3[F:1])=[CH:11][NH:10][N:9]=2)=[O:14])[CH2:26][CH2:25]1)=[O:38])[CH3:34]. Yield: 70.7%. Procedure details: A solution of imidazole (6.9 mg) in DMF (0.5 ml) was added to a 60% NaH (4.0 mg) suspension in anhydrous DMF (0.5 ml) prepared at 0° C., under argon. After stirring for 20 minutes, a DMF solution of (RS)-2-(4-chlorobenzenesulfonylaminomethyl)-N-(4-ethoxycarbonylphenyl)-3-toluenesulfonyloxypropanamide (12 mg) was added. The whole was stirred at 0° C. to room temperature overnight. The reaction mixture was poured into a saturated saline solution and extracted with ethyl acetate. The combined ethyl... Solvent: CN(C)C=O (DMF), CN(C)C=O (DMF), CN(C)C=O (DMF). As a reaction SMILES: [NH:1]1[CH:5]=[CH:4][N:3]=[CH:2]1.[H-].[Na+].[Cl:8][C:9]1[CH:14]=[CH:13][C:12]([S:15]([NH:18][CH2:19][CH:20]([CH2:35]OS(C2C(C)=CC=CC=2)(=O)=O)[C:21]([NH:23][C:24]2[CH:29]=[CH:28][C:27]([C:30]([O:32][CH2:33][CH3:34])=[O:31])=[CH:26][CH:25]=2)=[O:22])(=[O:17])=[O:16])=[CH:11][CH:10]=1>CN(C=O)C>[Cl:8][C:9]1[CH:10]=[CH:11][C:12]([S:15]([NH:18][CH2:19][CH:20]([CH2:35][N:1]2[CH:5]=[CH:4][N:3]=[CH:2]2)[C:21]([NH:23][C:24]2[CH:25]=[CH:26][C:27]([C:30]([O:32][CH2:33][CH3:34])=[O:31])=[CH:28][CH:29]=2)=[O:22])(=[O:17])=[O:16])=[CH:13][CH:14]=1 |f:1.2|. Product: ClC1=CC=C(C=C1)S(=O)(=O)NCC(C(=O)NC1=CC=C(C=C1)C(=O)OCC)CN1C=NC=C1 ((RS)-2-(4-chlorobenzenesulfonylaminomethyl)-N-(4-ethoxycarbonylphenyl)-3-(1H-imidazol-1-yl)propanamide). Reaction conditions: time 20 minute. Starting materials: ClC1=CC=C(C=C1)S(=O)(=O)NCC(C(=O)NC1=CC=C(C=C1)C(=O)OCC)COS(=O)(=O)C=1C(=CC=CC1)C ((RS)-2-(4-chlorobenzenesulfonylaminomethyl)-N-(4-ethoxycarbonylphenyl)-3-toluenesulfonyloxypropanamide), N1C=NC=C1 (imidazole), [H-].[Na+] (NaH). Starting materials: ClC1=CC=C2C(=C(C(N(C2=C1)CC)=O)C(=O)OCC)O (Ethyl 7-chloro-1-ethyl-4-hydroxy-2-oxo-1,2-dihydroquinoline-3-carboxylate), C(CCCCCCC)(=O)NN (octanoyl hydrazine). Yields the product ClC1=CC=C2C(=C(C(N(C2=C1)CC)=O)C(=O)NNC(CCCCCCC)=O)O (7-Chloro-1-ethyl-4-hydroxy-N′-octanoyl-2-oxo-1,2-dihydroquinoline-3-carbohydrazide). Reaction SMILES: [Cl:1][C:2]1[CH:11]=[C:10]2[C:5]([C:6]([OH:20])=[C:7]([C:15]([O:17]CC)=O)[C:8](=[O:14])[N:9]2[CH2:12][CH3:13])=[CH:4][CH:3]=1.[C:21]([NH:30][NH2:31])(=[O:29])[CH2:22][CH2:23][CH2:24][CH2:25][CH2:26][CH2:27][CH3:28]>>[Cl:1][C:2]1[CH:11]=[C:10]2[C:5]([C:6]([OH:20])=[C:7]([C:15]([NH:31][NH:30][C:21](=[O:29])[CH2:22][CH2:23][CH2:24][CH2:25][CH2:26][CH2:27][CH3:28])=[O:17])[C:8](=[O:14])[N:9]2[CH2:12][CH3:13])=[CH:4][CH:3]=1. Procedure details: Reagents: Comp 40 (0.5 mmols, 0.15 g); octanoyl hydrazine (0.55 mmols, 0.09 g). Yield: 0.06 g (29%), white solid, m.p.=161° C.-162° C. Starting materials: CCOC(C)=O, CO, C=Cc1cnc2c(N)nc3ccccc3c2c1, [H][H]. The product is CCc1cnc2c(N)nc3ccccc3c2c1. RXN SMILES: [C:22]([O:23][CH2:24][CH3:25])(=[O:26])[CH3:27].[CH3:20][OH:21].[CH:1](=[CH2:2])[c:3]1[cH:4][n:5][c:6]2[c:7]([NH2:17])[n:8][c:9]3[c:10]([c:11]2[cH:12]1)[cH:13][cH:14][cH:15][cH:16]3.[H:18][H:19]>>[CH2:1]([CH3:2])[c:3]1[cH:4][n:5][c:6]2[c:7]([NH2:17])[n:8][c:9]3[c:10]([c:11]2[cH:12]1)[cH:13][cH:14][cH:15][cH:16]3. Starting materials: O=C1CCC(=O)N1Br, COC(=O)c1ccc(C)c(OCC(=O)c2ccc(OC)c(C34CC5CC(CC(C5)C3)C4)c2)c1, O=C(OOC(=O)c1ccccc1)c1ccccc1, ClC(Cl)(Cl)Cl, ClCCl, O. The product is COC(=O)c1ccc(CBr)c(OCC(=O)c2ccc(OC)c(C34CC5CC(CC(C5)C3)C4)c2)c1. As a reaction SMILES: [Br:52][N:53]1[C:54](=[O:55])[CH2:56][CH2:57][C:58]1=[O:59].[C:1]12([c:11]3[cH:12][c:13]([C:14](=[O:15])[CH2:16][O:17][c:18]4[cH:19][c:20]([C:21](=[O:22])[O:23][CH3:24])[cH:25][cH:26][c:27]4[CH3:28])[cH:29][cH:30][c:31]3[O:32][CH3:33])[CH2:2][CH:3]3[CH2:4][CH:5]([CH2:6][CH:7]([CH2:8]1)[CH2:9]3)[CH2:10]2.[C:34]([O:35][O:36][C:37](=[O:38])[c:39]1[cH:40][cH:41][cH:42][cH:43][cH:44]1)(=[O:45])[c:46]1[cH:47][cH:48][cH:49][cH:50][cH:51]1.[C:61]([Cl:62])([Cl:63])([Cl:64])[Cl:65].[Cl:66][CH2:67][Cl:68].[OH2:60]>>[C:1]12([c:11]3[cH:12][c:13]([C:14](=[O:15])[CH2:16][O:17][c:18]4[cH:19][c:20]([C:21](=[O:22])[O:23][CH3:24])[cH:25][cH:26][c:27]4[CH2:28][Br:52])[cH:29][cH:30][c:31]3[O:32][CH3:33])[CH2:2][CH:3]3[CH2:4][CH:5]([CH2:6][CH:7]([CH2:8]1)[CH2:9]3)[CH2:10]2. Reactants: C(C)(C)(C)C1=CC(=C(C=N1)C=1N([C@]([C@](N1)(C)C1=CC=C(C=C1)Cl)(C)C1=CC=C(C=C1)Cl)C(=O)N1CCC(CC1)CC(=O)O)OCC ({1-[(4S,5R)-2-(6-tert-butyl-4-ethoxy-pyridin-3-yl)-4,5-bis-(4-chloro-phenyl)-4,5-dimethyl-4,5-dihydro-imidazole-1-carbonyl]-piperidin-4-yl}-acetic acid), N[C@H](C)CC ((R)-(-)-2-aminobutane). The product is [C@@H](C)(CC)NC(CC1CCN(CC1)C(=O)N1C(=N[C@@]([C@@]1(C)C1=CC=C(C=C1)Cl)(C)C1=CC=C(C=C1)Cl)C=1C=NC(=CC1OCC)C(C)(C)C)=O (N-((R)-sec-Butyl)-2-{1-[(4S,5R)-2-(6-tert-butyl-4-ethoxy-pyridin-3-yl)-4,5-bis-(4-chloro-phenyl)-4,5-dimethyl-4,5-dihydro-imidazole-1-carbonyl]-piperidin-4-yl}-acetamide). Reaction SMILES: [C:1]([C:5]1[N:10]=[CH:9][C:8]([C:11]2[N:12]([C:32]([N:34]3[CH2:39][CH2:38][CH:37]([CH2:40][C:41]([OH:43])=O)[CH2:36][CH2:35]3)=[O:33])[C@@:13]([C:25]3[CH:30]=[CH:29][C:28]([Cl:31])=[CH:27][CH:26]=3)([CH3:24])[C@@:14]([C:17]3[CH:22]=[CH:21][C:20]([Cl:23])=[CH:19][CH:18]=3)([CH3:16])[N:15]=2)=[C:7]([O:44][CH2:45][CH3:46])[CH:6]=1)([CH3:4])([CH3:3])[CH3:2].[NH2:47][C@@H:48]([CH2:50][CH3:51])[CH3:49]>>[C@H:48]([NH:47][C:41](=[O:43])[CH2:40][CH:37]1[CH2:36][CH2:35][N:34]([C:32]([N:12]2[C@@:13]([C:25]3[CH:26]=[CH:27][C:28]([Cl:31])=[CH:29][CH:30]=3)([CH3:24])[C@@:14]([C:17]3[CH:22]=[CH:21][C:20]([Cl:23])=[CH:19][CH:18]=3)([CH3:16])[N:15]=[C:11]2[C:8]2[CH:9]=[N:10][C:5]([C:1]([CH3:2])([CH3:4])[CH3:3])=[CH:6][C:7]=2[O:44][CH2:45][CH3:46])=[O:33])[CH2:39][CH2:38]1)([CH2:50][CH3:51])[CH3:49]. Reported procedure: In a manner analogous to the method described in example 163, {1-[(4S,5R)-2-(6-tert-butyl-4-ethoxy-pyridin-3-yl)-4,5-bis-(4-chloro-phenyl)-4,5-dimethyl-4,5-dihydro-imidazole-1-carbonyl]-piperidin-4-yl}-acetic acid was reacted with (R)-(-)-2-aminobutane (Alfa) to give the title product. LC-MS (ES+) 720 [(M+H)+]. Starting materials: OC1=C(C=NC2=CC=CC=C12)C(=O)OCC (Ethyl 4-hydroxy-quinoline-3-carboxylate), FC1=CC=C(N)C=C1 (4-fluoroaniline). The product is FC=1C=C2C(=C(C=NC2=CC1)C(=O)OCC)O (Ethyl 6-fluoro-4-hydroxy-quinoline-3-carboxylate). RXN SMILES: [OH:1][C:2]1[C:11]2[C:6](=[CH:7][CH:8]=[CH:9][CH:10]=2)[N:5]=[CH:4][C:3]=1[C:12]([O:14][CH2:15][CH3:16])=[O:13].[F:17]C1C=CC(N)=CC=1>>[F:17][C:9]1[CH:10]=[C:11]2[C:6](=[CH:7][CH:8]=1)[N:5]=[CH:4][C:3]([C:12]([O:14][CH2:15][CH3:16])=[O:13])=[C:2]2[OH:1]. Procedure details: The title compound was prepared following the procedure described in Step 1 for the synthesis of 2a using 4-fluoroaniline instead of aniline. 1H NMR (DMSO-d6) δ (ppm): 1.15 (3H, t, J=7.080 Hz), 4.1 (2H, q, J=7.08 Hz), 7.61 (1H, dd, J=8.30, 2.93 Hz), 7.68 (1H, dd, J=9.03, 4.63 Hz), 7.80 (1H, dd, J=9.27, 2.93 Hz), 8.56 (1H, s). m/z 236.5 (MH+). Reactants: CCO, O=C[O-], [NH4+], CC(C)(C)OC(=O)N1CC=C(c2c[nH]c3ncccc23)CC1. The product is CC(C)(C)OC(=O)N1CCC(c2c[nH]c3ncccc23)CC1. RXN SMILES: [CH3:27][CH2:28][OH:29].[CH:23]([O-:24])=[O:25].[NH4+:26].[nH:1]1[cH:2][c:3]([C:10]2=[CH:11][CH2:12][N:13]([C:16](=[O:17])[O:18][C:19]([CH3:20])([CH3:21])[CH3:22])[CH2:14][CH2:15]2)[c:4]2[c:5]1[n:6][cH:7][cH:8][cH:9]2>>[nH:1]1[cH:2][c:3]([CH:10]2[CH2:11][CH2:12][N:13]([C:16](=[O:17])[O:18][C:19]([CH3:20])([CH3:21])[CH3:22])[CH2:14][CH2:15]2)[c:4]2[c:5]1[n:6][cH:7][cH:8][cH:9]2.